Dataset: the Open Reaction Database (ORD), a public repository of structured organic reaction records. Task: describe an organic reaction: reactants, conditions, products, and yield The reactants are CO, CS(=O)(=O)OCCCc1cn(C(c2ccccc2)(c2ccccc2)c2ccccc2)c(F)n1, [Na]. Reaction SMILES: [CH3:35][OH:36].[F:1][c:2]1[n:3]([C:15]([c:16]2[cH:17][cH:18][cH:19][cH:20][cH:21]2)([c:22]2[cH:23][cH:24][cH:25][cH:26][cH:27]2)[c:28]2[cH:29][cH:30][cH:31][cH:32][cH:33]2)[cH:4][c:5]([CH2:7][CH2:8][CH2:9][O:10][S:11]([CH3:12])(=[O:13])=[O:14])[n:6]1.[Na:34]>>[F:1][c:2]1[n:3]([C:15]([c:16]2[cH:17][cH:18][cH:19][cH:20][cH:21]2)([c:22]2[cH:23][cH:24][cH:25][cH:26][cH:27]2)[c:28]2[cH:29][cH:30][cH:31][cH:32][cH:33]2)[cH:4][c:5]([CH2:7][CH2:8][CH2:9][O:10][CH3:35])[n:6]1. The product is COCCCc1cn(C(c2ccccc2)(c2ccccc2)c2ccccc2)c(F)n1. The reactants are C(CCC#C)O (4-pentyn-1-ol), IC=1SC=CC1 (2-iodothiophene), S1C(=CC=C1)C#CCCC=O (5-thienyl-4-pentyn-1-al). Procedure: 5-thienyl-4-pentyn-1-ol was prepared from 4-pentyn-1-ol and 2-iodothiophene as in Example 15 and converted into 5-thienyl-4-pentyn-1-al as in Example 9. Reaction SMILES: C(O)CCC#C.IC1SC=CC=1.[S:13]1[CH:17]=[CH:16][CH:15]=[C:14]1[C:18]#[C:19][CH2:20][CH2:21][CH:22]=[O:23]>>[S:13]1[CH:17]=[CH:16][CH:15]=[C:14]1[C:18]#[C:19][CH2:20][CH2:21][CH2:22][OH:23]. Product: S1C(=CC=C1)C#CCCCO (5-thienyl-4-pentyn-1-ol). Reactants: CC1OC2(CC1=C)CCN(CC2)C ((±)-2,8-dimethyl-3-methylene-1-oxa-8-azaspiro[4.5]decane), C([C@H](O)[C@@H](O)C(=O)O)(=O)O (L-tartaric acid). Solvent: C(C)O (ethanol). Conditions: temperature 60 celsius. Product: O.C(=O)(O)[C@H](O)[C@@H](O)C(=O)O.C[C@@H]1OC2(CC1=C)CCN(CC2)C ((-)-(S)-2,8-dimethyl-3-methylene-1-oxa-8-azaspiro[4.5]decane L-tartrate monohydrate). Isolated yield 47.7%. Reaction SMILES: [CH3:1][CH:2]1[C:6](=[CH2:7])[CH2:5][C:4]2([CH2:12][CH2:11][N:10]([CH3:13])[CH2:9][CH2:8]2)[O:3]1.[C:14]([OH:23])(=[O:22])[C@@H:15]([C@H:17]([C:19]([OH:21])=[O:20])[OH:18])[OH:16]>C(O)C>[OH2:3].[C:19]([C@@H:17]([C@H:15]([C:14]([OH:23])=[O:22])[OH:16])[OH:18])([OH:21])=[O:20].[CH3:1][C@H:2]1[C:6](=[CH2:7])[CH2:5][C:4]2([CH2:12][CH2:11][N:10]([CH3:13])[CH2:9][CH2:8]2)[O:3]1 |f:3.4.5|. Procedure: To 90% aqueous ethanol (water:ethanol =1:9, v/v), 7 g of (±)-2,8-dimethyl-3-methylene-1-oxa-8-azaspiro[4.5]decane and 5.79 g of L-tartaric acid were added and dissolved by heating at 60° C. The resulting solution was allowed to cool and maintained at about 4° C. for 15 hours. The resulting crystals were collected by filtration and, without drying, recrystallized from 9 ml of 90% aqueous ethanol. This recrystallization procedure was repeated further twice and the crystals obtained were dried unde... Starting materials: BrC=1C=C(C=CC1F)C(C1=CC=C(C=C1)OC(F)(F)F)(C1NC=CCN1)N (1-(3-bromo-4-fluorophenyl)-1-(tetrahydropyrimidin-2-yl)-1-[4-(trifluoromethoxy)phenyl]methylamine), N#CBr (cyanogen bromide). Run in C(C)#N (acetonitrile). Run at time 45 minute. The product is BrC=1C=C(C=CC1F)C1(N=C(N2C1=NCCC2)N)C2=CC=C(C=C2)OC(F)(F)F (8-(3-Bromo-4-fluorophenyl)-8-[4-(trifluoromethoxy)phenyl]-2,3,4,8-tetrahydroimidazo[1,5-a]pyrimidin-6-ylamine). Isolated yield 36.0%. RXN SMILES: [Br:1][C:2]1[CH:3]=[C:4]([C:9]([NH2:27])([CH:21]2[NH:26][CH2:25][CH:24]=[CH:23][NH:22]2)[C:10]2[CH:15]=[CH:14][C:13]([O:16][C:17]([F:20])([F:19])[F:18])=[CH:12][CH:11]=2)[CH:5]=[CH:6][C:7]=1[F:8].[N:28]#[C:29]Br>C(#N)C>[Br:1][C:2]1[CH:3]=[C:4]([C:9]2([C:10]3[CH:11]=[CH:12][C:13]([O:16][C:17]([F:20])([F:19])[F:18])=[CH:14][CH:15]=3)[C:21]3=[N:26][CH2:25][CH2:24][CH2:23][N:22]3[C:29]([NH2:28])=[N:27]2)[CH:5]=[CH:6][C:7]=1[F:8]. Procedure details: A mixture of 1-(3-bromo-4-fluorophenyl)-1-(tetrahydropyrimidin-2-yl)-1-[4-(trifluoromethoxy)phenyl]methylamine (0.85 g, ˜80% purity, ˜1.52 mmol) and cyanogen bromide (0.81 g, 7.62 mmol) in acetonitrile is stirred at room temperature for 45 min, heated at 100° C. in a sealed tube overnight, cooled to room temperature and concentrated. The resultant residue is purified by flash chromatography (silica, 95:5:0.25 methylene chloride/methanol/concentrated ammonium hydroxide as eluent) to afford the ti... Reactants: CCOC(=O)c1nnc(N2CCN(C(=O)c3ccccc3C(F)(F)F)CC2)o1, CCCCCN, N#C[Na]. The product is CCCCCNC(=O)c1nnc(N2CCN(C(=O)c3ccccc3C(F)(F)F)CC2)o1. As a reaction SMILES: [CH2:1]([O:2][C:4](=[O:5])[c:6]1[o:7][c:8]([N:11]2[CH2:12][CH2:13][N:14]([C:17]([c:18]3[c:19]([C:24]([F:25])([F:26])[F:27])[cH:20][cH:21][cH:22][cH:23]3)=[O:28])[CH2:15][CH2:16]2)[n:9][n:10]1)[CH3:3].[CH2:29]([CH2:30][CH2:31][CH2:32][CH3:33])[NH2:34].[Na:35][C:36]#[N:37]>>[C:4](=[O:5])([c:6]1[o:7][c:8]([N:11]2[CH2:12][CH2:13][N:14]([C:17]([c:18]3[c:19]([C:24]([F:25])([F:26])[F:27])[cH:20][cH:21][cH:22][cH:23]3)=[O:28])[CH2:15][CH2:16]2)[n:9][n:10]1)[NH:34][CH2:29][CH2:30][CH2:31][CH2:32][CH3:33]. The reactants are CC(C)(C)[O-], CCOC(C)=O, Cc1cccc(C(=O)CCCCl)c1N, Cl, [K+], C1CCOC1. Yields the product Cc1cccc(C(=O)C2CC2)c1N. As a reaction SMILES: [CH3:15][C:16]([CH3:17])([O-:18])[CH3:19].[CH3:21][CH2:22][O:23][C:24](=[O:25])[CH3:26].[Cl:1][CH2:2][CH2:3][CH2:4][C:5](=[O:6])[c:7]1[c:8]([NH2:9])[c:10]([CH3:14])[cH:11][cH:12][cH:13]1.[ClH:27].[K+:20].[O:28]1[CH2:29][CH2:30][CH2:31][CH2:32]1>>[CH2:2]1[CH2:3][CH:4]1[C:5](=[O:6])[c:7]1[c:8]([NH2:9])[c:10]([CH3:14])[cH:11][cH:12][cH:13]1. Starting materials: ClCCl (dichloromethane), SCC(O)CO (Thioglycerol), CCC[C@@H](C1=CC=CC=C1)NC(=O)/C(=C/C2=NC(=CC=C2)Br)/C#N (WP1130), O (water). The solvent is C(C)#N (acetonitrile). Run at time 17 hour. Yields the product BrC1=CC=CC(=N1)C(C(C(=O)N[C@@H](CCC)C1=CC=CC=C1)C#N)SCC(CO)O (3-(6-Bromopyridin-2-yl)-2-cyano-3-((2,3-dihydroxypropyl)thio)-N—((S)-1-phenylbutyl)propanamide). Yield: 81.2%. Reaction SMILES: [SH:1][CH2:2][CH:3]([CH2:5][OH:6])[OH:4].[CH3:7][CH2:8][CH2:9][C@H:10]([NH:17][C:18](/[C:20](/[C:29]#[N:30])=[CH:21]/[C:22]1[CH:27]=[CH:26][CH:25]=[C:24]([Br:28])[N:23]=1)=[O:19])[C:11]1[CH:16]=[CH:15][CH:14]=[CH:13][CH:12]=1.O.ClCCl>C(#N)C>[Br:28][C:24]1[N:23]=[C:22]([CH:21]([S:1][CH2:2][CH:3]([OH:4])[CH2:5][OH:6])[CH:20]([C:29]#[N:30])[C:18]([NH:17][C@H:10]([C:11]2[CH:12]=[CH:13][CH:14]=[CH:15][CH:16]=2)[CH2:9][CH2:8][CH3:7])=[O:19])[CH:27]=[CH:26][CH:25]=1. Procedure: Thioglycerol (42 μL, 0.5 mmol) was added to a stirred solution of WP1130 (19 mg, 0.05 mmol) in acetonitrile (0.5 mL). The resulting mixture was stirred at room temperature for 17 hours. The mixture was distributed between water and dichloromethane. The separated organic layer was washed with sat. brine, dried over sodium sulfate, and concentrated to an oil. Purification by preparative TLC eluting with hexanes/ethyl acetate (6:4) afforded 20 (20 mg, 82%) as a clear oil: MS (ES+) m/z 492.0 (M+H)+. The reactants are O=C([O-])O, CC(=O)O, O=C1CC2CCCC2(C(=O)N2CCc3ncc(C(F)(F)F)cc3C2)C1, [Na+], c1ccc(C2CCNCC2)cc1. Product: O=C(N1CCc2ncc(C(F)(F)F)cc2C1)C12CCCC1CC(N1CCC(c3ccccc3)CC1)C2. As a reaction SMILES: [C:42](=[O:43])([OH:44])[O-:45].[CH3:38][C:39](=[O:40])[OH:41].[F:1][C:2]([c:3]1[cH:4][n:5][c:6]2[c:11]([cH:12]1)[CH2:10][N:9]([C:13](=[O:14])[C:15]13[CH2:16][C:17](=[O:23])[CH2:18][CH:19]1[CH2:20][CH2:21][CH2:22]3)[CH2:8][CH2:7]2)([F:24])[F:25].[Na+:46].[c:26]1([CH:32]2[CH2:33][CH2:34][NH:35][CH2:36][CH2:37]2)[cH:27][cH:28][cH:29][cH:30][cH:31]1>>[F:1][C:2]([c:3]1[cH:4][n:5][c:6]2[c:11]([cH:12]1)[CH2:10][N:9]([C:13](=[O:14])[C:15]13[CH2:16][CH:17]([N:35]4[CH2:34][CH2:33][CH:32]([c:26]5[cH:27][cH:28][cH:29][cH:30][cH:31]5)[CH2:37][CH2:36]4)[CH2:18][CH:19]1[CH2:20][CH2:21][CH2:22]3)[CH2:8][CH2:7]2)([F:24])[F:25]. Yields the product C1(=CC(=CC=C1)S(=O)(=O)NC=1C=C(C(=O)NC2=CC=CC=C2)C=CC1OC)C (3-(Toluene-3-sulfonylamino)-4-methoxy-N-phenyl-benzamide). Procedure: Prepared according to the procedure described for Example 121 using 3-methylbenzenesulfonyl chloride (1.91 g, 10 mmol), 3-amino-4-methoxy-N-phenyl-benzamide (2.43 g, 10 mmol), and pyridine (25 mL) to afford the product (3.587 g); m.p. 195-197° C. after trituration in hexanes/ethyl acetate (1:1). Isolated yield 90.5%. The reactants are CC=1C=C(C=CC1)S(=O)(=O)Cl (3-methylbenzenesulfonyl chloride), NC=1C=C(C(=O)NC2=CC=CC=C2)C=CC1OC (3-amino-4-methoxy-N-phenyl-benzamide). Run in N1=CC=CC=C1 (pyridine). As a reaction SMILES: [CH3:1][C:2]1[CH:3]=[C:4]([S:8](Cl)(=[O:10])=[O:9])[CH:5]=[CH:6][CH:7]=1.[NH2:12][C:13]1[CH:14]=[C:15]([CH:25]=[CH:26][C:27]=1[O:28][CH3:29])[C:16]([NH:18][C:19]1[CH:24]=[CH:23][CH:22]=[CH:21][CH:20]=1)=[O:17]>N1C=CC=CC=1>[C:2]1([CH3:1])[CH:7]=[CH:6][CH:5]=[C:4]([S:8]([NH:12][C:13]2[CH:14]=[C:15]([CH:25]=[CH:26][C:27]=2[O:28][CH3:29])[C:16]([NH:18][C:19]2[CH:24]=[CH:23][CH:22]=[CH:21][CH:20]=2)=[O:17])(=[O:10])=[O:9])[CH:3]=1. Starting materials: CC(=O)CC(C)C, C=C(C)n1c(=O)n(CCCCl)c2cc(C)ccc21, Cl, O=C(c1ccc(F)cc1)C1CCNCC1, [I-], [K+], [Na+], [Na+], O=C([O-])[O-], O. The product is C=C(C)n1c(=O)n(CCCN2CCC(C(=O)c3ccc(F)cc3)CC2)c2cc(C)ccc21. Reaction SMILES: [CH3:44][CH:45]([CH3:46])[CH2:47][C:48](=[O:49])[CH3:50].[Cl:1][CH2:2][CH2:3][CH2:4][n:5]1[c:6](=[O:18])[n:7]([C:15](=[CH2:16])[CH3:17])[c:8]2[c:9]1[cH:10][c:11]([CH3:14])[cH:12][cH:13]2.[ClH:19].[F:20][c:21]1[cH:22][cH:23][c:24]([C:27](=[O:28])[CH:29]2[CH2:30][CH2:31][NH:32][CH2:33][CH2:34]2)[cH:25][cH:26]1.[I-:42].[K+:41].[Na+:35].[Na+:36].[O-:37][C:38](=[O:39])[O-:40].[OH2:43]>>[CH2:2]([CH2:3][CH2:4][n:5]1[c:6](=[O:18])[n:7]([C:15](=[CH2:16])[CH3:17])[c:8]2[c:9]1[cH:10][c:11]([CH3:14])[cH:12][cH:13]2)[N:32]1[CH2:31][CH2:30][CH:29]([C:27]([c:24]2[cH:23][cH:22][c:21]([F:20])[cH:26][cH:25]2)=[O:28])[CH2:34][CH2:33]1.